From a dataset of the Open Reaction Database (ORD), a public repository of structured organic reaction records. describe an organic reaction: reactants, conditions, products, and yield Reactants: C1CCNCC1, Cc1oc(-c2ccccc2)nc1CCOc1ccc(C=O)cc1, CCO, O=C1CSC(=O)N1. The product is Cc1oc(-c2ccccc2)nc1CCOc1ccc(C=C2SC(=O)NC2=O)cc1. RXN SMILES: [CH2:31]1[CH2:32][CH2:33][NH:34][CH2:35][CH2:36]1.[CH3:1][c:2]1[c:3]([CH2:13][CH2:14][O:15][c:16]2[cH:17][cH:18][c:19]([CH:20]=[O:21])[cH:22][cH:23]2)[n:4][c:5](-[c:7]2[cH:8][cH:9][cH:10][cH:11][cH:12]2)[o:6]1.[CH3:37][CH2:38][OH:39].[S:24]1[C:25](=[O:30])[NH:26][C:27](=[O:29])[CH2:28]1>>[CH3:1][c:2]1[c:3]([CH2:13][CH2:14][O:15][c:16]2[cH:17][cH:18][c:19]([CH:20]=[C:28]3[S:24][C:25](=[O:30])[NH:26][C:27]3=[O:29])[cH:22][cH:23]2)[n:4][c:5](-[c:7]2[cH:8][cH:9][cH:10][cH:11][cH:12]2)[o:6]1. Reactants: CCC(NC(=O)c1c(N)c(-c2ccccc2)nc2ccccc12)c1ccccc1, C1CCOC1, CC#N, ClCCl, O=C=Nc1ccccc1. Product: CCC(NC(=O)c1c(NC(=O)Nc2ccccc2)c(-c2ccccc2)nc2ccccc12)c1ccccc1. As a reaction SMILES: [CH2:1]([CH3:2])[CH:3]([c:4]1[cH:5][cH:6][cH:7][cH:8][cH:9]1)[NH:10][C:11](=[O:12])[c:13]1[c:14]([NH2:29])[c:15](-[c:23]2[cH:24][cH:25][cH:26][cH:27][cH:28]2)[n:16][c:17]2[cH:18][cH:19][cH:20][cH:21][c:22]12.[CH2:30]1[O:31][CH2:32][CH2:33][CH2:34]1.[CH3:35][C:36]#[N:37].[Cl:47][CH2:48][Cl:49].[c:38]1([N:44]=[C:45]=[O:46])[cH:39][cH:40][cH:41][cH:42][cH:43]1>>[CH2:1]([CH3:2])[CH:3]([c:4]1[cH:5][cH:6][cH:7][cH:8][cH:9]1)[NH:10][C:11](=[O:12])[c:13]1[c:14]([NH:29][C:45]([NH:44][c:38]2[cH:39][cH:40][cH:41][cH:42][cH:43]2)=[O:46])[c:15](-[c:23]2[cH:24][cH:25][cH:26][cH:27][cH:28]2)[n:16][c:17]2[cH:18][cH:19][cH:20][cH:21][c:22]12. Reactants: C1CCC(CC1)N=C=NC2CCCCC2 (DCC), CC1=CC(=C(C(=C1/C=C/C(=C/C=C/C(=C/C(=O)O)/C)/C)C)C)OC (acitretin), NC1=CC=NC=C1 (4-aminopyridine), amide. Yields the product COC1=C(C(=C(C(=C1)C)/C=C/C(=C/C=C/C(=C/C(=O)NC1=CC=NC=C1)/C)/C)C)C ((2E,4E,6E,8E)-9-(4-Methoxy-2,3,6-trimethylphenyl)-3,7-dimethyl-N-(pyridin-4-yl)nona-2,4,6,8-tetraenamide). Yield: 64.1%. Reaction SMILES: [CH3:1][C:2]1[C:7](/[CH:8]=[CH:9]/[C:10](/[CH3:20])=[CH:11]/[CH:12]=[CH:13]/[C:14](/[CH3:19])=[CH:15]/[C:16]([OH:18])=O)=[C:6]([CH3:21])[C:5]([CH3:22])=[C:4]([O:23][CH3:24])[CH:3]=1.[NH2:25][C:26]1[CH:31]=[CH:30][N:29]=[CH:28][CH:27]=1.C1CCC(N=C=NC2CCCCC2)CC1>>[CH3:24][O:23][C:4]1[CH:3]=[C:2]([CH3:1])[C:7](/[CH:8]=[CH:9]/[C:10](/[CH3:20])=[CH:11]/[CH:12]=[CH:13]/[C:14](/[CH3:19])=[CH:15]/[C:16]([NH:25][C:26]2[CH:31]=[CH:30][N:29]=[CH:28][CH:27]=2)=[O:18])=[C:6]([CH3:21])[C:5]=1[CH3:22]. Procedure: Reaction of acitretin (0.10 g, 0.31 mmol) with 4-aminopyridine (0.03 g, 0.31 mmol) was conducted according to the general amide coupling procedure using DCC to obtain the product as a yellow solid (0.08 g, 61%). EIMS m/z: 403 ([M]+), 401 ([M]−). Starting materials: ( D ), ClC(=O)N1C2=C(NC(C3=C1C=CC=C3)=O)C=CC=C2 (5-chlorocarbonyl-5,10-dihydro-11H-dibenzo[b,e][1,4]diazepin-11-one), NN1CCN(CC1)C (1-amino-4-methylpiperazine), C (charcoal). The solvent is O1CCOCC1 (dioxane). Product: CN1CCN(CC1)NC(=O)N1C2=C(NC(C3=C1C=CC=C3)=O)C=CC=C2 (5,10-Dihydro-5-{[(4-methyl-1-piperazinyl)amino]carbonyl}-11H-dibenzo[b,e][1,4]diazepin-11-one). As a reaction SMILES: Cl[C:2]([N:4]1[C:10]2[CH:11]=[CH:12][CH:13]=[CH:14][C:9]=2[C:8](=[O:15])[NH:7][C:6]2[CH:16]=[CH:17][CH:18]=[CH:19][C:5]1=2)=[O:3].[NH2:20][N:21]1[CH2:26][CH2:25][N:24]([CH3:27])[CH2:23][CH2:22]1.C>O1CCOCC1>[CH3:27][N:24]1[CH2:25][CH2:26][N:21]([NH:20][C:2]([N:4]2[C:10]3[CH:11]=[CH:12][CH:13]=[CH:14][C:9]=3[C:8](=[O:15])[NH:7][C:6]3[CH:16]=[CH:17][CH:18]=[CH:19][C:5]2=3)=[O:3])[CH2:22][CH2:23]1. Procedure: A mixture of 5.5 gm (0.0202 mol) of 5-chlorocarbonyl-5,10-dihydro-11H-dibenzo[b,e][1,4]diazepin-11-one, 8.6 gm (0.075 mol) of 1-amino-4-methylpiperazine, and 200 ml of anhydrous dioxane was heated for 30 minutes over a steam bath. Then, 2 gm of active charcoal were added to the resulting cloudy reaction mixture while it was still hot, the mixture was filtered, and the filtrate obtained was concentrated by evaporation in vacuo. The residue was purified by column chromatography on 300 gm of silica... Reactants: CCCCCCC, CCCC(C)(CO)CO, Clc1ccc(Cl)nn1. Product: CCCC(C)(CO)c1cc(Cl)nnc1Cl. RXN SMILES: [CH3:18][CH2:19][CH2:20][CH2:21][CH2:22][CH2:23][CH3:24].[CH3:9][C:10]([CH2:11][OH:12])([CH2:13][OH:14])[CH2:15][CH2:16][CH3:17].[Cl:1][c:2]1[n:3][n:4][c:5]([Cl:8])[cH:6][cH:7]1>>[Cl:1][c:2]1[n:3][n:4][c:5]([Cl:8])[cH:6][c:7]1[C:10]([CH3:9])([CH2:11][OH:12])[CH2:15][CH2:16][CH3:17]. Starting materials: C1COCCO1, N, C1CCOC1, O, CC(C)(C)OC(=O)N1CSCC1C(=O)[O-]. Product: CC(C)(C)OC(=O)N1CSCC1C(N)=O. As a reaction SMILES: [CH2:16]1[O:17][CH2:18][CH2:19][O:20][CH2:21]1.[NH3:23].[O:24]1[CH2:25][CH2:26][CH2:27][CH2:28]1.[OH2:22].[S:1]1[CH2:2][N:3]([C:9](=[O:10])[O:11][C:12]([CH3:13])([CH3:14])[CH3:15])[CH:4]([C:6](=[O:7])[O-:8])[CH2:5]1>>[S:1]1[CH2:2][N:3]([C:9](=[O:10])[O:11][C:12]([CH3:13])([CH3:14])[CH3:15])[CH:4]([C:6](=[O:7])[NH2:23])[CH2:5]1. Starting materials: C(C)(=O)N1C(C(C2=CC=C(C=C12)C(=O)OC)=C(C1=CC=CC=C1)OCC)=O (1-acetyl-3-(1-ethoxy-1-phenylmethylene)-6-methoxycarbonyl-2-indolinone), C(CC)N(C)CC1=CC=C(N)C=C1 (4-((N-propyl-N-methyl-amino)-methyl)-aniline). Yields the product C(CC)N(C)CC1=CC=C(N\C(\C2=CC=CC=C2)=C\2/C(NC3=CC(=CC=C23)C(=O)OC)=O)C=C1 (3-Z-[1-(4-((N-propyl-N-methyl-amino)-methyl)-anilino)-1-phenyl-methylene]-6-methoxycarbonyl-2-indolinone). RXN SMILES: C([N:4]1[C:12]2[C:7](=[CH:8][CH:9]=[C:10]([C:13]([O:15][CH3:16])=[O:14])[CH:11]=2)[C:6](=[C:17](OCC)[C:18]2[CH:23]=[CH:22][CH:21]=[CH:20][CH:19]=2)[C:5]1=[O:27])(=O)C.[CH2:28]([N:31]([CH2:33][C:34]1[CH:40]=[CH:39][C:37]([NH2:38])=[CH:36][CH:35]=1)[CH3:32])[CH2:29][CH3:30]>>[CH2:28]([N:31]([CH2:33][C:34]1[CH:35]=[CH:36][C:37]([NH:38]/[C:17](=[C:6]2\[C:5](=[O:27])[NH:4][C:12]3[C:7]\2=[CH:8][CH:9]=[C:10]([C:13]([O:15][CH3:16])=[O:14])[CH:11]=3)/[C:18]2[CH:23]=[CH:22][CH:21]=[CH:20][CH:19]=2)=[CH:39][CH:40]=1)[CH3:32])[CH2:29][CH3:30]. Procedure: Prepared from 1-acetyl-3-(1-ethoxy-1-phenylmethylene)-6-methoxycarbonyl-2-indolinone and 4-((N-propyl-N-methyl-amino)-methyl)-aniline Rf value: 0.5 (silica gel, methylene chloride/methanol 9:1) C28H29N3O3